The task is: describe an organic reaction: reactants, conditions, products, and yield. This data is from the Open Reaction Database (ORD), a public repository of structured organic reaction records. The reactants are COC(=O)C(Br)CBr, CC#N, [K+], [K+], NCc1ccccc1, O=C([O-])[O-]. The product is COC(=O)C1CN1Cc1ccccc1. As a reaction SMILES: [Br:1][CH:2]([C:3](=[O:4])[O:5][CH3:6])[CH2:7][Br:8].[CH3:23][C:24]#[N:25].[K+:10].[K+:9].[NH2:15][CH2:16][c:17]1[cH:18][cH:19][cH:20][cH:21][cH:22]1.[O-:11][C:12]([O-:13])=[O:14]>>[CH:2]1([C:3](=[O:4])[O:5][CH3:6])[CH2:7][N:15]1[CH2:16][c:17]1[cH:18][cH:19][cH:20][cH:21][cH:22]1. The reactants are BrC=1C=C2C=CC(=CC2=CC1)C1=CC=C2C=CC3=CC=CC4=CC=C1C2=C34 (1-(6-bromonaphthalen-2-yl)pyrene), CC1(C=C(C=C2C=C3C(C=C4C5=CC=CC=C5C5=CC=CC=C5C4=C3)=C12)B1OC(C(O1)(C)C)(C)C)C (2-(10,10-dimethyl-10H-indeno[1,2-b]triphenylen-12-yl)-4,4,5,5-tetramethyl-1,3,2-dioxaborolane), C(=O)([O-])[O-].[Na+].[Na+] (Na2CO3), CCO (EtOH). Reagents/catalysts: C=1C=CC(=CC1)[P](C=2C=CC=CC2)(C=3C=CC=CC3)[Pd]([P](C=4C=CC=CC4)(C=5C=CC=CC5)C=6C=CC=CC6)([P](C=7C=CC=CC7)(C=8C=CC=CC8)C=9C=CC=CC9)[P](C=1C=CC=CC1)(C=1C=CC=CC1)C=1C=CC=CC1 (Tetrakis(triphenylphosphine)palladium). Run in C1(=CC=CC=C1)C (toluene). Run at temperature 90 celsius. Yields the product CC1(C=C(C=C2C=C3C(C=C4C5=CC=CC=C5C5=CC=CC=C5C4=C3)=C12)C1=CC2=CC=C(C=C2C=C1)C1=CC=C2C=CC3=CC=CC4=CC=C1C2=C34)C (10,10-dimethyl-12-(6-(pyren-1-yl)naphthalen-2-yl)-10H-indeno[1,2-b]triphenylene). The yield is 46.3%. Reaction SMILES: Br[C:2]1[CH:3]=[C:4]2[C:9](=[CH:10][CH:11]=1)[CH:8]=[C:7]([C:12]1[C:25]3[C:26]4=[C:27]5[C:22](=[CH:23][CH:24]=3)[CH:21]=[CH:20][CH:19]=[C:18]5[CH:17]=[CH:16][C:15]4=[CH:14][CH:13]=1)[CH:6]=[CH:5]2.[CH3:28][C:29]1([CH3:63])[C:53]2[C:33]([CH:34]=[C:35]3[CH:52]=[C:51]4[C:38]([C:39]5[C:44]([C:45]6[C:50]4=[CH:49][CH:48]=[CH:47][CH:46]=6)=[CH:43][CH:42]=[CH:41][CH:40]=5)=[CH:37][C:36]3=2)=[CH:32][C:31](B2OC(C)(C)C(C)(C)O2)=[CH:30]1.C([O-])([O-])=O.[Na+].[Na+].CCO>C1C=CC([P]([Pd]([P](C2C=CC=CC=2)(C2C=CC=CC=2)C2C=CC=CC=2)([P](C2C=CC=CC=2)(C2C=CC=CC=2)C2C=CC=CC=2)[P](C2C=CC=CC=2)(C2C=CC=CC=2)C2C=CC=CC=2)(C2C=CC=CC=2)C2C=CC=CC=2)=CC=1.C1(C)C=CC=CC=1>[CH3:63][C:29]1([CH3:28])[C:53]2[C:33]([CH:34]=[C:35]3[CH:52]=[C:51]4[C:38]([C:39]5[C:44]([C:45]6[C:50]4=[CH:49][CH:48]=[CH:47][CH:46]=6)=[CH:43][CH:42]=[CH:41][CH:40]=5)=[CH:37][C:36]3=2)=[CH:32][C:31]([C:2]2[CH:11]=[CH:10][C:9]3[C:4](=[CH:5][CH:6]=[C:7]([C:12]4[C:25]5[C:26]6=[C:27]7[C:22](=[CH:23][CH:24]=5)[CH:21]=[CH:20][CH:19]=[C:18]7[CH:17]=[CH:16][C:15]6=[CH:14][CH:13]=4)[CH:8]=3)[CH:3]=2)=[CH:30]1 |f:2.3.4,^1:76,78,97,116|. Procedure details: A mixture of 8.3 g (20.3 mmol) of 1-(6-bromonaphthalen-2-yl)pyrene, 9.5 g (20.3 mmol) of 2-(10,10-dimethyl-10H-indeno[1,2-b]triphenylen-12-yl)-4,4,5,5-tetramethyl-1,3,2-dioxaborolane, 0.29 g (0.25 mmol) of Tetrakis(triphenylphosphine)palladium, 17 ml of 2M Na2CO3, 40 ml of EtOH and 100 ml toluene was degassed and placed under nitrogen, and then heated at 90° C. for 12 h. After the reaction finish, the mixture was allowed to cool to room temperature. Than 500 ml MeOH was added, while stirring and...